Dataset: the Open Reaction Database (ORD), a public repository of structured organic reaction records. Task: describe an organic reaction: reactants, conditions, products, and yield Starting materials: CO, O=c1[nH]c(Cl)nc2c1ncn2COCCO, N. The product is Nc1nc2c(ncn2COCCO)c(=O)[nH]1. Reaction SMILES: [CH3:18][OH:19].[Cl:1][c:2]1[nH:3][c:4](=[O:16])[c:5]2[n:6][cH:7][n:8]([CH2:11][O:12][CH2:13][CH2:14][OH:15])[c:9]2[n:10]1.[NH3:17]>>[c:2]1([NH2:17])[nH:3][c:4](=[O:16])[c:5]2[n:6][cH:7][n:8]([CH2:11][O:12][CH2:13][CH2:14][OH:15])[c:9]2[n:10]1.